This data is from the Open Reaction Database (ORD), a public repository of structured organic reaction records. The task is: describe an organic reaction: reactants, conditions, products, and yield Reactants: CC(C)([O-])C.[K+] (potassium tert-butoxide), C(C)OC(C#CC1=NC=NC(=C1N)OC1=CC=CC=C1)OCC (4-(3,3-Diethoxyprop-1-yn-1-yl)-6-phenoxypyrimidin-5-amine), O (Water). Solvent: O1CCCC1 (tetrahydrofuran), CN1C(CCC1)=O (1-methyl-2-pyrrolidone). Reaction conditions: temperature 0 celsius, time 1.5 hour. The product is C(C)OC(C1=CC=2N=CN=C(C2N1)OC1=CC=CC=C1)OCC (6-(diethoxymethyl)-4-phenoxy-5H-pyrrolo[3,2-d]pyrimidine). The yield is 58.3%. As a reaction SMILES: [CH2:1]([O:3][CH:4]([O:21][CH2:22][CH3:23])[C:5]#[C:6][C:7]1[C:12]([NH2:13])=[C:11]([O:14][C:15]2[CH:20]=[CH:19][CH:18]=[CH:17][CH:16]=2)[N:10]=[CH:9][N:8]=1)[CH3:2].CC(C)([O-])C.[K+].O>CN1CCCC1=O.O1CCCC1>[CH2:22]([O:21][CH:4]([O:3][CH2:1][CH3:2])[C:5]1[NH:13][C:12]2[C:11]([O:14][C:15]3[CH:20]=[CH:19][CH:18]=[CH:17][CH:16]=3)=[N:10][CH:9]=[N:8][C:7]=2[CH:6]=1)[CH3:23] |f:1.2|. Procedure: 4-(3,3-Diethoxyprop-1-yn-1-yl)-6-phenoxypyrimidin-5-amine (2.30 g) was dissolved in 1-methyl-2-pyrrolidone (7.5 mL), and the mixture was cooled to 0° C. A solution (7.6 mL) of potassium tert-butoxide in 1.0 M tetrahydrofuran was added dropwise to this solution, and the mixture was stirred at 0° C. for 30 min. and at room temperature for 1.5 hrs. Water was added to the reaction mixture and the mixture was extracted with ethyl acetate. The organic layer washed with saturated brine, dried over anhy... Starting materials: C(C)(C)(C)OC(NC1=C(C=CC=C1)NC(\C=C\C1=CN(C=C1)S(=O)(=O)C1=CC=C(C=C1)C=1C=NC=CC1)=O)=O ((2-{(E)-3-[1-(4-pyridin-3-yl-benzenesulfonyl)-1H-pyrrol-3-yl]-allanoylamino}-phenyl)-carbamic acid tert-butyl ester), Cl (HCl). The solvent is O1CCOCC1 (dioxane). Yields the product NC1=C(C=CC=C1)NC(\C=C\C1=CN(C=C1)S(=O)(=O)C1=CC=C(C=C1)C=1C=NC=CC1)=O ((E)-N-(2-Amino-phenyl)-3-[1-(4-pyridin-3-yl-benzenesulfonyl)-1H-pyrrol-3-yl]-acrylamide). As a reaction SMILES: C(OC(=O)[NH:7][C:8]1[CH:13]=[CH:12][CH:11]=[CH:10][C:9]=1[NH:14][C:15](=[O:38])/[CH:16]=[CH:17]/[C:18]1[CH:22]=[CH:21][N:20]([S:23]([C:26]2[CH:31]=[CH:30][C:29]([C:32]3[CH:33]=[N:34][CH:35]=[CH:36][CH:37]=3)=[CH:28][CH:27]=2)(=[O:25])=[O:24])[CH:19]=1)(C)(C)C.Cl>O1CCOCC1>[NH2:7][C:8]1[CH:13]=[CH:12][CH:11]=[CH:10][C:9]=1[NH:14][C:15](=[O:38])/[CH:16]=[CH:17]/[C:18]1[CH:22]=[CH:21][N:20]([S:23]([C:26]2[CH:31]=[CH:30][C:29]([C:32]3[CH:33]=[N:34][CH:35]=[CH:36][CH:37]=3)=[CH:28][CH:27]=2)(=[O:25])=[O:24])[CH:19]=1. Procedure details: The compound is prepared by treatment of (2-{(E)-3-[1-(4-pyridin-3-yl-benzenesulfonyl)-1H-pyrrol-3-yl]-allanoylamino}-phenyl)-carbamic acid tert-butyl ester (compound A20) in dioxane with HCl. After the reaction is finished, the product precipitates from the reaction mixture. Starting materials: ClC=1C=CC2=C(C(=NCC=3N2C(NC3C(=O)OC)=O)C3=C(C=CC=C3)Cl)C1 (8-chloro-6-(2-chlorophenyl)-1,2-dihydro-1-oxo-4H-imidazo[1,5-a][1,4]benzodiazepine-3-carboxylic acid, methyl ester), CO (methanol), [OH-].[K+] (potassium hydroxide). Run in O (water). Yields the product ClC=1C=CC2=C(C(=NCC=3N2C(NC3C(=O)O)=O)C3=C(C=CC=C3)Cl)C1 (8-chloro-6-(2-chlorophenyl)-1,2-dihydro-1-oxo-4H-imidazo[1,5-a][1,4]benzodiazepine-3-carboxylic acid). Reaction SMILES: [Cl:1][C:2]1[CH:3]=[CH:4][C:5]2[N:11]3[C:12](=[O:19])[NH:13][C:14]([C:15]([O:17]C)=[O:16])=[C:10]3[CH2:9][N:8]=[C:7]([C:20]3[CH:25]=[CH:24][CH:23]=[CH:22][C:21]=3[Cl:26])[C:6]=2[CH:27]=1.CO.[OH-].[K+]>O>[Cl:1][C:2]1[CH:3]=[CH:4][C:5]2[N:11]3[C:12](=[O:19])[NH:13][C:14]([C:15]([OH:17])=[O:16])=[C:10]3[CH2:9][N:8]=[C:7]([C:20]3[CH:25]=[CH:24][CH:23]=[CH:22][C:21]=3[Cl:26])[C:6]=2[CH:27]=1 |f:2.3|. Procedure details: A mixture of 4.02 g (0.01 mole) of 8-chloro-6-(2-chlorophenyl)-1,2-dihydro-1-oxo-4H-imidazo[1,5-a][1,4]benzodiazepine-3-carboxylic acid, methyl ester, 150 ml of methanol, 15 ml of water and 2 g (0.035 mole) of potassium hydroxide was heated to reflux for 5 hours under a nitrogen atmosphere. The solution was then concentrated down to 40 ml, acidified by addition of 4 ml of glacial acetic acid and crystallized by diluting with water. The precipitate was collected, dried and recrystallized from tet... Reactants: O.ON1N=NC2=C1C=CC=C2 (1-hydroxybenzotriazole monohydrate), Cl.C(C)N=C=NCCCN(C)C (1-ethyl-3-(3-dimethylaminopropyl)-carbodiimide hydrochloride), C(C)OP(=O)(OCC)C(CCC1=CC=CC=C1)N[C@@H](CC(C)C)C(=O)O (N-(1-diethoxyphosphoryl-3-phenylpropyl) -leucine), C(C)(C)(C)OC([C@@H](N)CC1=CC=CC2=CC=CC=C12)=O (3-(α-naphthyl) -L-alanine tert-butyl ester). Solvent: ClCCl (dichloromethane), ClCCl (dichloromethane). Reaction conditions: temperature 0 celsius, time 1 hour. Yields the product C(C)(C)(C)OC([C@@H](NC([C@@H](NC(CCC1=CC=CC=C1)P(=O)(OCC)OCC)CC(C)C)=O)CC1=CC=CC2=CC=CC=C12)=O (N-[N-(1-diethoxyphosphoryl-3-phenylpropyl)leucyl]-3-(α-naphthyl)-L-alanine tert-butyl ester). RXN SMILES: [CH2:1]([O:3][P:4]([CH:9]([NH:18][C@H:19]([C:24](O)=[O:25])[CH2:20][CH:21]([CH3:23])[CH3:22])[CH2:10][CH2:11][C:12]1[CH:17]=[CH:16][CH:15]=[CH:14][CH:13]=1)([O:6][CH2:7][CH3:8])=[O:5])[CH3:2].[C:27]([O:31][C:32](=[O:46])[C@H:33]([CH2:35][C:36]1[C:45]2[C:40](=[CH:41][CH:42]=[CH:43][CH:44]=2)[CH:39]=[CH:38][CH:37]=1)[NH2:34])([CH3:30])([CH3:29])[CH3:28].O.ON1C2C=CC=CC=2N=N1.Cl.C(N=C=NCCCN(C)C)C>ClCCl>[C:27]([O:31][C:32](=[O:46])[C@H:33]([CH2:35][C:36]1[C:45]2[C:40](=[CH:41][CH:42]=[CH:43][CH:44]=2)[CH:39]=[CH:38][CH:37]=1)[NH:34][C:24](=[O:25])[C@H:19]([CH2:20][CH:21]([CH3:22])[CH3:23])[NH:18][CH:9]([P:4]([O:3][CH2:1][CH3:2])([O:6][CH2:7][CH3:8])=[O:5])[CH2:10][CH2:11][C:12]1[CH:17]=[CH:16][CH:15]=[CH:14][CH:13]=1)([CH3:30])([CH3:28])[CH3:29] |f:2.3,4.5|. Procedure details: A solution of 61 mg of N-(1-diethoxyphosphoryl-3-phenylpropyl) -leucine and 39 mg of 3-(α-naphthyl) -L-alanine tert-butyl ester in 1.0 ml of dichloromethane was cooled to 0° C. Then 26 mg of 1-hydroxybenzotriazole monohydrate and 34 mg of 1-ethyl-3-(3-dimethylaminopropyl)-carbodiimide hydrochloride was added to the solution which was stirred at 0° C. for 1 hour and then at room temperature for 3 hours. The reaction mixture was diluted with 15 ml of dichloromethane, and the diluted solution was w... Reactants: O[C@H]1[C@@H](CCC1)C(=O)OC (methyl (R,R)-2-hydroxycyclopentanecarboxylate), O.NN (Hydrazine monohydrate). Solvent: CC(C)O (2-propanol). Reaction conditions: time 30 minute. The product is O[C@H]1[C@@H](CCC1)C(=O)NN ((R,R)-2-hydroxycyclopentanecarboxylic Hydrazide). The yield is 59.0%. As a reaction SMILES: [OH:1][C@@H:2]1[CH2:6][CH2:5][CH2:4][C@H:3]1[C:7]([O:9]C)=O.O.[NH2:12][NH2:13]>CC(O)C>[OH:1][C@@H:2]1[CH2:6][CH2:5][CH2:4][C@H:3]1[C:7]([NH:12][NH2:13])=[O:9] |f:1.2|. Procedure details: To a 200-mL four-necked flask were added 18.47 g (128.1 mmol) of methyl (R,R)-2-hydroxycyclopentanecarboxylate and 75 mL of 2-propanol and stirring was started. Hydrazine monohydrate (12.83 g; 256.2 mmol) was dropped thereinto at 20° C. taking 1 hour and 30 minutes. After the dropping, the mixture was stirred at 85° C. for 15 hours. After the reaction, heating was stopped and the mixture was cooled to room temperature to precipitate the crystals. The crystals were filtered and washed with small ... Reactants: C(C)OC(=O)C=1C(=NNC1C1CC1)C=1C=NC=NC1 (5-cyclopropyl-3-pyrimidin-5-yl-1H-pyrazole-4-carboxylic acid ethyl ester), FC(C=1C=C(C=CC1)B(O)O)(F)F (3-(trifluoromethyl)benzeneboronic acid). Product: C(C)OC(=O)C=1C(=NN(C1C1CC1)C1=CC(=CC=C1)C(F)(F)F)C=1C=NC=NC1 (5-Cyclopropyl-3-pyrimidin-5-yl-1-(3-trifluoromethyl-phenyl)-1H-pyrazole-4-carboxylic acid ethyl ester). The yield is 34.0%. As a reaction SMILES: [CH2:1]([O:3][C:4]([C:6]1[C:7]([C:14]2[CH:15]=[N:16][CH:17]=[N:18][CH:19]=2)=[N:8][NH:9][C:10]=1[CH:11]1[CH2:13][CH2:12]1)=[O:5])[CH3:2].[F:20][C:21]([F:32])([F:31])[C:22]1[CH:23]=[C:24](B(O)O)[CH:25]=[CH:26][CH:27]=1>>[CH2:1]([O:3][C:4]([C:6]1[C:7]([C:14]2[CH:15]=[N:16][CH:17]=[N:18][CH:19]=2)=[N:8][N:9]([C:26]2[CH:25]=[CH:24][CH:23]=[C:22]([C:21]([F:32])([F:31])[F:20])[CH:27]=2)[C:10]=1[CH:11]1[CH2:13][CH2:12]1)=[O:5])[CH3:2]. Reported procedure: In analogy to the procedure described in Example 162C], 5-cyclopropyl-3-pyrimidin-5-yl-1H-pyrazole-4-carboxylic acid ethyl ester and 3-(trifluoromethyl)benzeneboronic acid gave the title compound as a yellow oil (34%). MS: 403.2 (MH+). Reactants: CO, Cl, [Na+], C1CCOC1, [OH-], O, CCCOC(C)Oc1ccc(-c2ccc3c(c2)C=C(C(=O)OC)CCN3Cc2ccoc2)cc1. The product is CCCOC(C)Oc1ccc(-c2ccc3c(c2)C=C(C(=O)O)CCN3Cc2ccoc2)cc1. RXN SMILES: [CH3:44][OH:45].[ClH:38].[Na+:36].[O:39]1[CH2:40][CH2:41][CH2:42][CH2:43]1.[OH-:35].[OH2:37].[o:1]1[cH:2][c:3]([CH2:6][N:7]2[CH2:8][CH2:9][C:10]([C:31](=[O:32])[O:33][CH3:34])=[CH:11][c:12]3[c:13]2[cH:14][cH:15][c:16](-[c:18]2[cH:19][cH:20][c:21]([O:24][CH:25]([CH3:26])[O:27][CH2:28][CH2:29][CH3:30])[cH:22][cH:23]2)[cH:17]3)[cH:4][cH:5]1>>[o:1]1[cH:2][c:3]([CH2:6][N:7]2[CH2:8][CH2:9][C:10]([C:31](=[O:32])[OH:33])=[CH:11][c:12]3[c:13]2[cH:14][cH:15][c:16](-[c:18]2[cH:19][cH:20][c:21]([O:24][CH:25]([CH3:26])[O:27][CH2:28][CH2:29][CH3:30])[cH:22][cH:23]2)[cH:17]3)[cH:4][cH:5]1.